The task is: describe an organic reaction: reactants, conditions, products, and yield. This data is from the Open Reaction Database (ORD), a public repository of structured organic reaction records. Starting materials: FC(C(=O)O)(F)F (trifluoroacetic acid), C(C)(C)(C)OC(NCC(CC)(CC)C1=CC(=CC=C1)N1C(N(CC=2C1=NC(=NC2)S(=O)(=O)C)C2=C(C=CC=C2Cl)Cl)=O)=O ((2-[3-[3-(2,6-dichlorophenyl)-7-methanesulfonyl-2-oxo-3,4-dihydro-2H-pyrimido[4,5-d]pyrimidin-1-yl]-phenyl]-2-ethyl-butyl)-carbamic acid tert-butyl ester), NC1=CC=CC=C1 (aniline). The solvent is ClCCl (dichloromethane). Run at temperature 140 celsius. Yields the product FC(C(=O)O)(F)F.NCC(CC)(CC)C=1C=C(C=CC1)N1C(N(CC=2C1=NC(=NC2)NC2=CC=CC=C2)C2=C(C=CC=C2Cl)Cl)=O (1-[3-(1-aminomethyl-1-ethyl-propyl)-phenyl]-3-(2,6-dichloro-phenyl)-7-phenylamino-3,4-dihydro-pyrimido[4,5-d]pyrimidin-2(1H)-one trifluoroacetate). The yield is 19.0%. As a reaction SMILES: C(OC(=O)[NH:7][CH2:8][C:9]([C:14]1[CH:19]=[CH:18][CH:17]=[C:16]([N:20]2[C:25]3=[N:26][C:27](S(C)(=O)=O)=[N:28][CH:29]=[C:24]3[CH2:23][N:22]([C:34]3[C:39]([Cl:40])=[CH:38][CH:37]=[CH:36][C:35]=3[Cl:41])C2=O)[CH:15]=1)([CH2:12][CH3:13])[CH2:10][CH3:11])(C)(C)C.[NH2:44][C:45]1[CH:50]=[CH:49][CH:48]=[CH:47][CH:46]=1.[F:51][C:52]([F:57])([F:56])[C:53]([OH:55])=[O:54]>ClCCl>[F:51][C:52]([F:57])([F:56])[C:53]([OH:55])=[O:54].[NH2:7][CH2:8][C:9]([C:14]1[CH:15]=[C:16]([N:20]2[C:25]3=[N:26][C:27]([NH:44][C:45]4[CH:50]=[CH:49][CH:48]=[CH:47][CH:46]=4)=[N:28][CH:29]=[C:24]3[CH2:23][N:22]([C:34]3[C:35]([Cl:41])=[CH:36][CH:37]=[CH:38][C:39]=3[Cl:40])[C:53]2=[O:55])[CH:17]=[CH:18][CH:19]=1)([CH2:12][CH3:13])[CH2:10][CH3:11] |f:4.5|. Procedure: A mixture of 400 mg (0.62 mmol) of (2-[3-[3-(2,6-dichlorophenyl)-7-methanesulfonyl-2-oxo-3,4-dihydro-2H-pyrimido[4,5-d]pyrimidin-1-yl]-phenyl]-2-ethyl-butyl)-carbamic acid tert-butyl ester and 600 mg (6.5 mmol) of aniline was heated at 140° C. for 45 minutes and cooled. The residue was dissolved in 20 ml of a 1:1 mixture of dichloromethane and trifluoroacetic acid. After 10 minutes the mixture was evaporated and the product purified by flash chromatography on silica gel using a gradient elution ... The reactants are Fc1ccc(CBr)c(F)c1, Nc1nc(N)c2c(N3CCNCC3)cccc2n1. As a reaction SMILES: [F:19][c:20]1[c:21]([CH2:22][Br:23])[cH:24][cH:25][c:26]([F:28])[cH:27]1.[N:1]1([c:7]2[c:8]3[c:9]([NH2:18])[n:10][c:11]([NH2:17])[n:12][c:13]3[cH:14][cH:15][cH:16]2)[CH2:2][CH2:3][NH:4][CH2:5][CH2:6]1>>[N:1]1([c:7]2[c:8]3[c:9]([NH2:18])[n:10][c:11]([NH2:17])[n:12][c:13]3[cH:14][cH:15][cH:16]2)[CH2:2][CH2:3][N:4]([CH2:22][c:21]2[c:20]([F:19])[cH:27][c:26]([F:28])[cH:25][cH:24]2)[CH2:5][CH2:6]1. Product: Nc1nc(N)c2c(N3CCN(Cc4ccc(F)cc4F)CC3)cccc2n1. The reactants are CCO, COc1ccc(Sc2ccccc2CC#N)cc1, Cl, [K+], [OH-], O. The product is COc1ccc(Sc2ccccc2CC(=O)O)cc1. RXN SMILES: [CH3:23][CH2:24][OH:25].[CH3:3][O:4][c:5]1[cH:6][cH:7][c:8]([S:11][c:12]2[c:13]([CH2:18][C:19]#[N:20])[cH:14][cH:15][cH:16][cH:17]2)[cH:9][cH:10]1.[ClH:21].[K+:2].[OH-:1].[OH2:22]>>[O:1]=[C:19]([CH2:18][c:13]1[c:12]([S:11][c:8]2[cH:7][cH:6][c:5]([O:4][CH3:3])[cH:10][cH:9]2)[cH:17][cH:16][cH:15][cH:14]1)[OH:22]. Starting materials: CCN(C(C)C)C(C)C, CC1(c2ccc(CCl)o2)OCCO1, O=[N+]([O-])c1cn[nH]n1, N#N, CN(C)C=O, O. The product is CC1(c2ccc(Cn3ncc([N+](=O)[O-])n3)o2)OCCO1. Reaction SMILES: [CH:11]([N:12]([CH2:13][CH3:14])[CH:15]([CH3:16])[CH3:17])([CH3:18])[CH3:19].[Cl:20][CH2:21][c:22]1[cH:23][cH:24][c:25]([C:27]2([CH3:32])[O:28][CH2:29][CH2:30][O:31]2)[o:26]1.[N+:3](=[O:4])([O-:5])[c:6]1[n:7][nH:8][n:9][cH:10]1.[N:1]#[N:2].[O:33]=[CH:34][N:35]([CH3:36])[CH3:37].[OH2:38]>>[N+:3](=[O:4])([O-:5])[c:6]1[n:7][n:8]([CH2:21][c:22]2[cH:23][cH:24][c:25]([C:27]3([CH3:32])[O:28][CH2:29][CH2:30][O:31]3)[o:26]2)[n:9][cH:10]1. Starting materials: O=[N+]([O-])c1cn2c(n1)OCC(OCc1ccc(Br)s1)C2, CCO, Cc1ccccc1, CC(=O)NCC1CN(c2ccc(B3OC(C)(C)C(C)(C)O3)c(F)c2)C(=O)O1, [K+], [K+], O=C([O-])[O-], CN(C)C=O. Yields the product CC(=O)NCC1CN(c2ccc(-c3ccc(COC4COc5nc([N+](=O)[O-])cn5C4)s3)c(F)c2)C(=O)O1. RXN SMILES: [Br:1][c:2]1[cH:3][cH:4][c:5]([CH2:7][O:8][CH:9]2[CH2:10][n:11]3[c:12]([n:15][c:16]([N+:18](=[O:19])[O-:20])[cH:17]3)[O:13][CH2:14]2)[s:6]1.[CH3:54][CH2:55][OH:56].[CH3:57][c:58]1[cH:59][cH:60][cH:61][cH:62][cH:63]1.[F:21][c:22]1[cH:23][c:24]([N:37]2[C:38](=[O:47])[O:39][CH:40]([CH2:42][NH:43][C:44]([CH3:45])=[O:46])[CH2:41]2)[cH:25][cH:26][c:27]1[B:28]1[O:29][C:30]([CH3:31])([CH3:32])[C:33]([CH3:34])([CH3:35])[O:36]1.[K+:48].[K+:49].[O-:50][C:51]([O-:52])=[O:53].[O:64]=[CH:65][N:66]([CH3:67])[CH3:68]>>[c:2]1(-[c:27]2[c:22]([F:21])[cH:23][c:24]([N:37]3[C:38](=[O:47])[O:39][CH:40]([CH2:42][NH:43][C:44]([CH3:45])=[O:46])[CH2:41]3)[cH:25][cH:26]2)[cH:3][cH:4][c:5]([CH2:7][O:8][CH:9]2[CH2:10][n:11]3[c:12]([n:15][c:16]([N+:18](=[O:19])[O-:20])[cH:17]3)[O:13][CH2:14]2)[s:6]1. Reactants: BrC1=CC=C(C=C1)N (4-bromo-phenylamine), C(CCC)OC1=CC(=C(C(=O)Cl)C=C1)CCCl (4-butoxy-2-(2-chloroethyl)-benzoyl chloride). Yields the product BrC1=CC=C(C=C1)N1C(C2=CC=C(C=C2CC1)OCCCC)=O (2-(4-Bromo-phenyl)-6-butoxy-3,4-dihydro-2H-isoquinolin-1-one). RXN SMILES: [Br:1][C:2]1[CH:7]=[CH:6][C:5]([NH2:8])=[CH:4][CH:3]=1.[CH2:9]([O:13][C:14]1[CH:22]=[CH:21][C:17]([C:18](Cl)=[O:19])=[C:16]([CH2:23][CH2:24]Cl)[CH:15]=1)[CH2:10][CH2:11][CH3:12]>>[Br:1][C:2]1[CH:7]=[CH:6][C:5]([N:8]2[CH2:24][CH2:23][C:16]3[C:17](=[CH:21][CH:22]=[C:14]([O:13][CH2:9][CH2:10][CH2:11][CH3:12])[CH:15]=3)[C:18]2=[O:19])=[CH:4][CH:3]=1. Procedure details: According to Method A, 4-bromo-phenylamine was reacted with 4-butoxy-2-(2-chloroethyl)-benzoyl chloride. In this way the product was obtained with molecular weight 374.28 (C19H20BrNO2); MS (ESI): 374 (M+H+). Reactants: C(C)(=O)O[C@H]1[C@@H](O[C@@H]([C@H]([C@@H]1OC(C)=O)OC(C)=O)COC(C)=O)C1=C(C=CC(=C1)CBr)OCC ((1S)-2,3,4,6-tetra-O-acetyl-1,5-anhydro-1-[5-(bromomethyl)-2-ethoxyphenyl]-D-glucitol), tetrakistriphenylphosphine palladium (0), ClC1=C(C2=CC=CC=CC2=C1)C(=O)OC (methyl 2-chloroazulene-1-carboxylate), aqueous solution, Cl (hydrochloric acid). Reagents/catalysts: Cl[Si](C)(C)C (chlorotrimethylsilane), BrCCBr (1,2-dibromoethane), [Zn] (zinc). The solvent is C1CCOC1 (THF). Run at time 15 minute. Yields the product C(C)OC1=C(C=C(CC2=C(C3=CC=CC=CC3=C2)C(=O)OC)C=C1)[C@@H]1O[C@@H]([C@H]([C@@H]([C@H]1OC(C)=O)OC(C)=O)OC(C)=O)COC(C)=O (methyl 2-(4-ethoxy-3-[(2S,3S,4R,5R,6R)-3,4,5-tris(acetyloxy)-6-[(acetyloxy)methyl]tetrahydro-2H-pyran-2-yl]benzyl)azulene-1-carboxylate). Yield: 70.2%. RXN SMILES: [C:1]([O:4][C@@H:5]1[C@@H:10]([O:11][C:12](=[O:14])[CH3:13])[C@H:9]([O:15][C:16](=[O:18])[CH3:17])[C@@H:8]([CH2:19][O:20][C:21](=[O:23])[CH3:22])[O:7][C@H:6]1[C:24]1[CH:29]=[C:28]([CH2:30]Br)[CH:27]=[CH:26][C:25]=1[O:32][CH2:33][CH3:34])(=[O:3])[CH3:2].Cl[C:36]1[CH:45]=[C:44]2[C:38](=[CH:39][CH:40]=[CH:41][CH:42]=[CH:43]2)[C:37]=1[C:46]([O:48][CH3:49])=[O:47].Cl>BrCCBr.C1COCC1.Cl[Si](C)(C)C.[Zn]>[CH2:33]([O:32][C:25]1[CH:26]=[CH:27][C:28]([CH2:30][C:36]2[CH:45]=[C:44]3[C:38](=[CH:39][CH:40]=[CH:41][CH:42]=[CH:43]3)[C:37]=2[C:46]([O:48][CH3:49])=[O:47])=[CH:29][C:24]=1[C@H:6]1[C@H:5]([O:4][C:1](=[O:3])[CH3:2])[C@@H:10]([O:11][C:12](=[O:14])[CH3:13])[C@H:9]([O:15][C:16](=[O:18])[CH3:17])[C@@H:8]([CH2:19][O:20][C:21](=[O:23])[CH3:22])[O:7]1)[CH3:34]. Procedure details: Two drops of 1,2-dibromoethane was added to a suspension of zinc powder (0.17 g) in THF (5.0 ml) in an argon atmosphere and the mixture was refluxed with heating for five minutes. After cooling to room temperature, two drops of chlorotrimethylsilane was added to the reaction mixture. The mixture was stirred for 15 minutes. Next, (1S)-2,3,4,6-tetra-O-acetyl-1,5-anhydro-1-[5-(bromomethyl)-2-ethoxyphenyl]-D-glucitol (1.4 g) was added to the reaction mixture and the mixture was refluxed with heating...